From a dataset of the Open Reaction Database (ORD), a public repository of structured organic reaction records. describe an organic reaction: reactants, conditions, products, and yield The reactants are IC1=CC=C(C(=O)O)C=C1 (4-iodobenzoic acid), C(=O)(N1C=NC=C1)N1C=NC=C1 (1,1'-carbonyldiimidazole), N1(N=CN=C1)CCCN (1H-1,2,4-triazole-1-propanamine). The solvent is O (water). Run at time 3 hour. Product: IC1=CC=C(C(=O)NCCCN2N=CN=C2)C=C1 (4-Iodo-N-[3-(1H-1,2,4-triazol-1-yl)propyl]benzamide). As a reaction SMILES: [I:1][C:2]1[CH:10]=[CH:9][C:5]([C:6]([OH:8])=O)=[CH:4][CH:3]=1.C(N1C=CN=C1)(N1C=CN=C1)=O.[N:23]1([CH2:28][CH2:29][CH2:30][NH2:31])[CH:27]=[N:26][CH:25]=[N:24]1>O>[I:1][C:2]1[CH:3]=[CH:4][C:5]([C:6]([NH:31][CH2:30][CH2:29][CH2:28][N:23]2[CH:27]=[N:26][CH:25]=[N:24]2)=[O:8])=[CH:9][CH:10]=1. Procedure details: A mixture of about 2.48 g of 4-iodobenzoic acid, about 1.62 g of 1,1'-carbonyldiimidazole and about 30 ml oftetrahydrofuran was stirred for about 3 hours, then about 1.3 ml of 1H-1,2,4-triazole-1-propanamine was added and stirring was continued overnight. The mixture was heated for about 2 hours, about 5 ml of water was added, heating was continued for an additional hour then the mixture was concentrated to a residue. Methylene chloride and about 10 ml of approximately 1N sodium hydroxide were a... Starting materials: ON=C(N)C1=C(C=C(C=C1)/C=C/C(=O)NC(C(F)(F)F)C1=CC(=CC=C1)C(F)(F)F)C(F)(F)F ((2E)-3-[4-(N′-Hydroxycarbamimidoyl)-3-(trifluoromethyl)phenyl]-N-{2,2,2-trifluoro-1-[3-(trifluoromethyl)phenyl]ethyl}acrylamide), C1(CC1)C(=O)Cl (cyclopropanecarbonyl chloride). Run in N1=CC=CC=C1 (pyridine), N1=CC=CC=C1 (pyridine). The product is C1(CC1)C1=NC(=NO1)C1=C(C=C(C=C1)/C=C/C(=O)NC(C(F)(F)F)C1=CC(=CC=C1)C(F)(F)F)C(F)(F)F ((2E)-3-[4-(5-Cyclopropyl-1,2,4-oxadiazol-3-yl)-3-(trifluoromethyl)phenyl]-N-{2,2,2-trifluoro-1-[3-(trifluoromethyl)phenyl]ethyl}acrylamide). Reaction SMILES: [OH:1][N:2]=[C:3]([C:5]1[CH:10]=[CH:9][C:8](/[CH:11]=[CH:12]/[C:13]([NH:15][CH:16]([C:21]2[CH:26]=[CH:25][CH:24]=[C:23]([C:27]([F:30])([F:29])[F:28])[CH:22]=2)[C:17]([F:20])([F:19])[F:18])=[O:14])=[CH:7][C:6]=1[C:31]([F:34])([F:33])[F:32])[NH2:4].[CH:35]1([C:38](Cl)=O)[CH2:37][CH2:36]1>N1C=CC=CC=1>[CH:35]1([C:38]2[O:1][N:2]=[C:3]([C:5]3[CH:10]=[CH:9][C:8](/[CH:11]=[CH:12]/[C:13]([NH:15][CH:16]([C:21]4[CH:26]=[CH:25][CH:24]=[C:23]([C:27]([F:28])([F:29])[F:30])[CH:22]=4)[C:17]([F:19])([F:20])[F:18])=[O:14])=[CH:7][C:6]=3[C:31]([F:32])([F:33])[F:34])[N:4]=2)[CH2:37][CH2:36]1. Procedure: 80 mg (0.16 mmol) of (2E)-3-[4-(N′-hydroxycarbamimidoyl)-3-(trifluoromethyl)phenyl]-N-{2,2,2-trifluoro-1-[3-(trifluoromethyl)phenyl]ethyl}acrylamide from Stage 1 were initially charged in 2 ml of pyridine, admixed at room temperature with 16.7 mg (0.16 mmol) of cyclopropanecarbonyl chloride and heated under reflux for 18 hours. The pyridine was for the most part distilled off under reduced pressure, and the residue was admixed with water and extracted with ethyl acetate. After drying over magnes...